From a dataset of the Open Reaction Database (ORD), a public repository of structured organic reaction records. describe an organic reaction: reactants, conditions, products, and yield Reactants: C(C)(=O)O (acetic acid), COC1=CC(=CC=2C(CCC(C12)(C)C)(C)C)C(=O)Cl (5,6,7,8-tetrahydro-4-methoxy-5,5,8,8-tetramethylnaphthalene-2-carbonyl chloride), BrCC1=CC=C(C(=O)OC)C=C1 (methyl 4-bromomethylbenzoate). Reagents/catalysts: [Zn] (zinc), C(C)(=O)[O-].[Cu+2].C(C)(=O)[O-] (copper(II) acetate), [Zn].[Cu] (zinc copper), Cl[Pd]([P](C1=CC=CC=C1)(C2=CC=CC=C2)C3=CC=CC=C3)([P](C4=CC=CC=C4)(C5=CC=CC=C5)C6=CC=CC=C6)Cl (bis(triphenylphosphine)palladium(II) chloride). Solvent: C(OC)COC (dimethoxyethane), C(OC)COC (dimethoxyethane). Run at time 75 minute. The product is C(=O)(OC)C1=CC=C(C=C1)CC(=O)C1=CC=2C(CCC(C2C(=C1)OC)(C)C)(C)C (2-(4-Carbomethoxyphenyl)-1-(5,6,7,8-tetrahydro-4-methoxy-5,5,8,8-tetramethyl-2-naphthyl)ethanone). Isolated yield 31.7%. RXN SMILES: C(O)(=O)C.[CH3:5][O:6][C:7]1[C:16]2[C:15]([CH3:18])([CH3:17])[CH2:14][CH2:13][C:12]([CH3:20])([CH3:19])[C:11]=2[CH:10]=[C:9]([C:21](Cl)=[O:22])[CH:8]=1.Br[CH2:25][C:26]1[CH:35]=[CH:34][C:29]([C:30]([O:32][CH3:33])=[O:31])=[CH:28][CH:27]=1>C(COC)OC.[Zn].C([O-])(=O)C.[Cu+2].C([O-])(=O)C.[Zn].[Cu].Cl[Pd](Cl)([P](C1C=CC=CC=1)(C1C=CC=CC=1)C1C=CC=CC=1)[P](C1C=CC=CC=1)(C1C=CC=CC=1)C1C=CC=CC=1>[C:30]([C:29]1[CH:34]=[CH:35][C:26]([CH2:25][C:21]([C:9]2[CH:8]=[C:7]([O:6][CH3:5])[C:16]3[C:15]([CH3:18])([CH3:17])[CH2:14][CH2:13][C:12]([CH3:20])([CH3:19])[C:11]=3[CH:10]=2)=[O:22])=[CH:27][CH:28]=1)([O:32][CH3:33])=[O:31] |f:5.6.7,8.9,^1:56,75|. Reported procedure: 2.1 g of zinc powder and 0.21 g of copper(II) acetate were stirred with 7.3 ml of acetic acid at 20° C., with cooling, for 30 min. The zinc/copper couple was filtered off with suction and washed 2× with dry ether and 1× with dry dimethoxyethane. A solution of 4.5 g (16 mmol) of 5,6,7,8-tetrahydro-4-methoxy-5,5,8,8-tetramethylnaphthalene-2-carbonyl chloride and 3.7 g (16 mmol) of methyl 4-bromomethylbenzoate in 60 ml of dimethoxyethane was added dropwise to a suspension of the zinc/copper couple ... The reactants are CN(C)C=O, CC(C)OC(=O)c1cc(-n2c(=O)[nH]c3c(c2=O)CSC3)c(F)cc1Cl. Product: CC(C)OC(=O)c1cc(-n2c(=O)c3c(n(C)c2=O)CSC3)c(F)cc1Cl. RXN SMILES: [CH3:26][N:27]([CH3:28])[CH:29]=[O:30].[Cl:1][c:2]1[c:3]([C:4](=[O:5])[O:6][CH:7]([CH3:8])[CH3:9])[cH:10][c:11](-[n:15]2[c:16](=[O:25])[nH:17][c:18]3[c:19]([c:20]2=[O:21])[CH2:22][S:23][CH2:24]3)[c:12]([F:14])[cH:13]1>>[Cl:1][c:2]1[c:3]([C:4](=[O:5])[O:6][CH:7]([CH3:8])[CH3:9])[cH:10][c:11](-[n:15]2[c:16](=[O:25])[n:17]([CH3:26])[c:18]3[c:19]([c:20]2=[O:21])[CH2:22][S:23][CH2:24]3)[c:12]([F:14])[cH:13]1.